From a dataset of the Open Reaction Database (ORD), a public repository of structured organic reaction records. describe an organic reaction: reactants, conditions, products, and yield The reactants are CC1=C(C(C(=O)O)=CC=C1)N (3-Methylanthranilic acid), NC(=O)N (urea), C1(=CC=CC=C1)O (phenol). Solvent: C(C)O (ethanol). Conditions: temperature 100 celsius. Product: CC=1C=CC=C2C(NC(NC12)=O)=O (8-Methyl-2,4(1H,3H)quinazolinedione). Yield: 75.0%. RXN SMILES: [CH3:1][C:2]1[CH:10]=[CH:9][CH:8]=[C:4]([C:5](O)=[O:6])[C:3]=1[NH2:11].[NH2:12][C:13](N)=[O:14].C1(O)C=CC=CC=1>C(O)C>[CH3:1][C:2]1[CH:10]=[CH:9][CH:8]=[C:4]2[C:3]=1[NH:11][C:13](=[O:14])[NH:12][C:5]2=[O:6]. Procedure details: 3-Methylanthranilic acid (15 g., 0.1 mole), urea (36 g., 0.6 mole) and phenol (86 g.) were mixed together and heated to reflux for three hours. The reaction was then allowed to cool to 100° C. and ethanol (75 ml.) added dropwise. The resulting solid was filtered and washed twice with cold ethanol to afford 13.2 g. (75% yield); m.p. 170° C.